Dataset: the Open Reaction Database (ORD), a public repository of structured organic reaction records. Task: describe an organic reaction: reactants, conditions, products, and yield Yields the product C1(CC1)C(CC(=O)[O-])C1=CC(=CC=C1)COC1=CC(=C(C=C1)C1=C(C=CC(=C1)OC)F)CC(C)(C)C.[Na+] (sodium 3-cyclopropyl-3-(3-(((2-(2,2-dimethylpropyl)-2′-fluoro-5′-methoxybiphenyl-4-yl)oxy)methyl)phenyl)propanoate). Reported procedure: A 28% solution of sodium methoxide (100 mg) in methanol was added to a solution of 3-cyclopropyl-3-(3-(((2-(2,2-dimethylpropyl)-2′-fluoro-5′-methoxybiphenyl-4-yl)oxy)methyl)phenyl)propanoic acid (255 mg) in methanol (2.5 mL), and the mixture was stirred at room temperature for 5 min. The reaction mixture was concentrated under reduced pressure to give the title compound (252 mg) as a white amorphous solid. Reaction conditions: time 5 minute. The reactants are solution, C[O-].[Na+] (sodium methoxide), C1(CC1)C(CC(=O)O)C1=CC(=CC=C1)COC1=CC(=C(C=C1)C1=C(C=CC(=C1)OC)F)CC(C)(C)C (3-cyclopropyl-3-(3-(((2-(2,2-dimethylpropyl)-2′-fluoro-5′-methoxybiphenyl-4-yl)oxy)methyl)phenyl)propanoic acid). The yield is 94.6%. As a reaction SMILES: C[O-].[Na+:3].[CH:4]1([CH:7]([C:12]2[CH:17]=[CH:16][CH:15]=[C:14]([CH2:18][O:19][C:20]3[CH:25]=[CH:24][C:23]([C:26]4[CH:31]=[C:30]([O:32][CH3:33])[CH:29]=[CH:28][C:27]=4[F:34])=[C:22]([CH2:35][C:36]([CH3:39])([CH3:38])[CH3:37])[CH:21]=3)[CH:13]=2)[CH2:8][C:9]([OH:11])=[O:10])[CH2:6][CH2:5]1>CO>[CH:4]1([CH:7]([C:12]2[CH:17]=[CH:16][CH:15]=[C:14]([CH2:18][O:19][C:20]3[CH:25]=[CH:24][C:23]([C:26]4[CH:31]=[C:30]([O:32][CH3:33])[CH:29]=[CH:28][C:27]=4[F:34])=[C:22]([CH2:35][C:36]([CH3:39])([CH3:38])[CH3:37])[CH:21]=3)[CH:13]=2)[CH2:8][C:9]([O-:11])=[O:10])[CH2:5][CH2:6]1.[Na+:3] |f:0.1,4.5|. Run in CO (methanol), CO (methanol). Reactants: O=S(=O)(Cl)c1c(Cl)cc(Br)cc1Cl, CCOC(C)=O, Cl, NC(Cc1c[nH]c2ccccc12)C(F)(F)F, c1ccncc1. Yields the product O=S(=O)(NC(Cc1c[nH]c2ccccc12)C(F)(F)F)c1c(Cl)cc(Br)cc1Cl. As a reaction SMILES: [Br:17][c:18]1[cH:19][c:20]([Cl:29])[c:21]([S:25](=[O:26])(=[O:27])[Cl:28])[c:22]([Cl:24])[cH:23]1.[CH3:37][CH2:38][O:39][C:40](=[O:41])[CH3:42].[ClH:36].[F:1][C:2]([CH:3]([CH2:4][c:5]1[cH:6][nH:7][c:8]2[cH:9][cH:10][cH:11][cH:12][c:13]12)[NH2:14])([F:15])[F:16].[cH:30]1[cH:31][cH:32][n:33][cH:34][cH:35]1>>[F:1][C:2]([CH:3]([CH2:4][c:5]1[cH:6][nH:7][c:8]2[cH:9][cH:10][cH:11][cH:12][c:13]12)[NH:14][S:25]([c:21]1[c:20]([Cl:29])[cH:19][c:18]([Br:17])[cH:23][c:22]1[Cl:24])(=[O:26])=[O:27])([F:15])[F:16].